Dataset: the Open Reaction Database (ORD), a public repository of structured organic reaction records. Task: describe an organic reaction: reactants, conditions, products, and yield Starting materials: ClC(C(OC(C)(C)C)=N)(Cl)Cl (tert-butyl trichloroacetimidate), C([O-])(O)=O.[Na+] (sodium bicarbonate), ClC(C(OC(C)(C)C)=N)(Cl)Cl (tert-Butyl trichloroacetimidate), CC1=C(C=CC=C1[N+](=O)[O-])O (2-methyl-3-nitrophenol), B(F)(F)F.CCOCC (boron trifluoride etherate). The solvent is C1CCOC1 (THF), C1CCCCC1 (cyclohexane). Run at time 15 hour. Yields the product CC1=C(C=CC=C1OC(C)(C)C)[N+](=O)[O-] (2-methyl-3-tert-butoxynitrobenzene). Reaction SMILES: [CH3:1][C:2]1[C:7]([N+:8]([O-:10])=[O:9])=[CH:6][CH:5]=[CH:4][C:3]=1[OH:11].ClC(Cl)(Cl)C(=N)O[C:16]([CH3:19])([CH3:18])[CH3:17].B(F)(F)F.CCOCC.C(=O)(O)[O-].[Na+]>C1COCC1.C1CCCCC1>[CH3:1][C:2]1[C:3]([O:11][C:16]([CH3:19])([CH3:18])[CH3:17])=[CH:4][CH:5]=[CH:6][C:7]=1[N+:8]([O-:10])=[O:9] |f:2.3,4.5|. Reported procedure: To a solution of 2-methyl-3-nitrophenol K1 (1.1 g; 7.18 mmol) in THF (13 mL) was added cyclohexane (27 mL; a solution was maintained). tert-Butyl trichloroacetimidate K2 (5.36 mL; 28.73 mmol) was added followed by a catalytic amount of boron trifluoride etherate (143.8 μL; 1.14 mmol) and the reaction was stirred at room temperature for 15 h. The reaction was incomplete (by analytical HPLC) and an additional amount of tert-butyl trichloroacetimidate (1.4 mL; 7.51 mmol) was added (reaction remains... Procedure: A mixture of 5-(4-chlorobenzyloxy)-2-nitropyridine (0.5 g), Na2S (0.25 g) and methanol (12 ml) is heated to reflux for about 3 hours. Then, a few drops of water is added and refluxing continued about 15 hours. After cooling, the reaction is diluted with methanol, filtered through celite and stripped. The concentrate is taken up in CHCl3, washed with water, dried and stripped giving 2-amino-5-(4-chlorobenzyloxy)pyridine. The solvent is CO (methanol), CO (methanol). Yields the product NC1=NC=C(C=C1)OCC1=CC=C(C=C1)Cl (2-amino-5-(4-chlorobenzyloxy)pyridine). Conditions: time 15 hour. Reagents/catalysts: O (water). Reactants: ClC1=CC=C(COC=2C=CC(=NC2)[N+](=O)[O-])C=C1 (5-(4-chlorobenzyloxy)-2-nitropyridine), Na2S. Reaction SMILES: [Cl:1][C:2]1[CH:18]=[CH:17][C:5]([CH2:6][O:7][C:8]2[CH:9]=[CH:10][C:11]([N+:14]([O-])=O)=[N:12][CH:13]=2)=[CH:4][CH:3]=1>O.CO>[NH2:14][C:11]1[CH:10]=[CH:9][C:8]([O:7][CH2:6][C:5]2[CH:17]=[CH:18][C:2]([Cl:1])=[CH:3][CH:4]=2)=[CH:13][N:12]=1.